Dataset: the Open Reaction Database (ORD), a public repository of structured organic reaction records. Task: describe an organic reaction: reactants, conditions, products, and yield The reactants are C1(=CC=CC=C1)C(CCS(=O)(=O)Cl)S(=O)(=O)OC1=CC=CC=C1 (phenyl 3-phenoxysulfonyl-1-propanesulfonyl chloride), Example 1 ( b ), C(=O)(OC(C)(C)C)N(C([C@@H](N)CC1=CC=CC=C1)=O)CC(CO)(C)C (3-(N-Boc-L-phenylalaninamido)-2,2-dimethylpropanol). The solvent is ClCCl (dichloromethane), N1=CC=CC=C1.ClCCl (pyridine dichloromethane). Run at time 15 hour. Product: C(=O)(OC(C)(C)C)N(C([C@@H](N)CC1=CC=CC=C1)=O)CC(COS(=O)(=O)CCCS(=O)(=O)OC1=CC=CC=C1)(C)C (3-phenoxysulfonyl-1-propanesulfonic acid 3-(N-Boc-L-phenylalaninamido)-2,2-dimethylpropyl ester). RXN SMILES: [C:1]([N:8]([CH2:20][C:21]([CH3:25])([CH3:24])[CH2:22][OH:23])[C:9](=[O:19])[C@H:10]([CH2:12][C:13]1[CH:18]=[CH:17][CH:16]=[CH:15][CH:14]=1)[NH2:11])([O:3][C:4]([CH3:7])([CH3:6])[CH3:5])=[O:2].C1([CH:32]([S:39]([O:42][C:43]2[CH:48]=[CH:47][CH:46]=[CH:45][CH:44]=2)(=[O:41])=[O:40])[CH2:33][CH2:34][S:35](Cl)(=[O:37])=[O:36])C=CC=CC=1>N1C=CC=CC=1.ClCCl.ClCCl>[C:1]([N:8]([CH2:20][C:21]([CH3:25])([CH3:24])[CH2:22][O:23][S:35]([CH2:34][CH2:33][CH2:32][S:39]([O:42][C:43]1[CH:48]=[CH:47][CH:46]=[CH:45][CH:44]=1)(=[O:41])=[O:40])(=[O:36])=[O:37])[C:9](=[O:19])[C@H:10]([CH2:12][C:13]1[CH:14]=[CH:15][CH:16]=[CH:17][CH:18]=1)[NH2:11])([O:3][C:4]([CH3:5])([CH3:7])[CH3:6])=[O:2] |f:2.3|. Procedure details: To a stirred solution of 3-(N-Boc-L-phenylalaninamido)-2,2-dimethylpropanol from Step 1 (2 mmol) in a mixture of pyridine/dichloromethane (5 mL:10 mL) was added a solution of phenyl 3-phenoxysulfonyl-1-propanesulfonyl chloride (Example 1 (b)) (2.2 mmol) in dichloromethane (5 mL). The reaction mixture was stirred at room temperature for 15 h, then concentrated and rediluted with ethyl acetate and aqueous hydrochloric acid (1 N). The organic phase was isolated, washed with aqueous hydrochloric aci... Reactants: O=Cc1cc(Br)c2ccccc2c1, CCc1ccc2sccc2c1, C1CCOC1, [Li]CCCC, CCCCCC, [Cl-], [NH4+]. The product is CCc1ccc2sc(C(O)c3cc(Br)c4ccccc4c3)cc2c1. As a reaction SMILES: [Br:23][c:24]1[cH:25][c:26]([CH:34]=[O:35])[cH:27][c:28]2[cH:29][cH:30][cH:31][cH:32][c:33]12.[CH2:12]([CH3:13])[c:14]1[cH:15][c:16]2[c:17]([s:18][cH:19][cH:20]2)[cH:21][cH:22]1.[CH2:38]1[O:39][CH2:40][CH2:41][CH2:42]1.[CH2:7]([Li:8])[CH2:9][CH2:10][CH3:11].[CH3:1][CH2:2][CH2:3][CH2:4][CH2:5][CH3:6].[Cl-:36].[NH4+:37]>>[CH2:12]([CH3:13])[c:14]1[cH:15][c:16]2[c:17]([s:18][c:19]([CH:34]([c:26]3[cH:25][c:24]([Br:23])[c:33]4[c:28]([cH:27]3)[cH:29][cH:30][cH:31][cH:32]4)[OH:35])[cH:20]2)[cH:21][cH:22]1. Reactants: [Ba+2], COC(=O)c1cc(CN=[N+]=[N-])cc(-c2cccc(C#N)c2)c1, O=C([O-])[O-], O=C([O-])[O-], CCO, [H][H], [Pd+2]. The product is COC(=O)c1cc(CN)cc(-c2cccc(C#N)c2)c1. RXN SMILES: [Ba+2:32].[C:1](#[N:2])[c:3]1[cH:4][c:5](-[c:9]2[cH:10][c:11]([C:12](=[O:13])[O:14][CH3:15])[cH:16][c:17]([CH2:19][N:20]=[N+:21]=[N-:22])[cH:18]2)[cH:6][cH:7][cH:8]1.[C:28](=[O:29])([O-:30])[O-:31].[C:34](=[O:35])([O-:36])[O-:37].[CH3:25][CH2:26][OH:27].[H:23][H:24].[Pd+2:33]>>[C:1](#[N:2])[c:3]1[cH:4][c:5](-[c:9]2[cH:10][c:11]([C:12](=[O:13])[O:14][CH3:15])[cH:16][c:17]([CH2:19][NH2:20])[cH:18]2)[cH:6][cH:7][cH:8]1. The reactants are S(=O)=O (sulphur dioxide), NC=1C=C(OC2=C(C=CC=C2)/C(/C(=O)OC)=C\OC)C=CC1 ((E)-methyl 2-[2-(3-aminophenoxy)phenyl]-3-methoxypropenoate), Cl (hydrochloric acid), diazonium salt, N(=O)[O-].[Na+] (sodium nitrite), cuprous chloride. Run in C(C)(=O)O (acetic acid), C(C)(=O)O (acetic acid), O (water). Conditions: time 30 minute. Product: ClS(=O)(=O)C=1C=C(OC2=C(C=CC=C2)/C(/C(=O)OC)=C\OC)C=CC1 ((E)-methyl 2-[2-(3-chlorosulphonylphenoxy)phenyl]-3-methoxypropenoate). Reaction SMILES: N[C:2]1[CH:3]=[C:4]([CH:20]=[CH:21][CH:22]=1)[O:5][C:6]1[CH:11]=[CH:10][CH:9]=[CH:8][C:7]=1/[C:12](=[CH:17]\[O:18][CH3:19])/[C:13]([O:15][CH3:16])=[O:14].[ClH:23].N([O-])=O.[Na+].[S:28](=[O:30])=[O:29]>C(O)(=O)C.O>[Cl:23][S:28]([C:2]1[CH:3]=[C:4]([CH:20]=[CH:21][CH:22]=1)[O:5][C:6]1[CH:11]=[CH:10][CH:9]=[CH:8][C:7]=1/[C:12](=[CH:17]\[O:18][CH3:19])/[C:13]([O:15][CH3:16])=[O:14])(=[O:30])=[O:29] |f:2.3|. Procedure: A solution of (E)-methyl 2-[2-(3-aminophenoxy)phenyl]-3-methoxypropenoate (0.4 g) in glacial acetic acid (2 ml) was treated with 5.8M hydrochloric acid (1 ml), at -10° C. The stirred solution was then treated with sodium nitrite (0.1 g in 2 ml of water) still at -10° C. After 30 minutes, the resulting solution (containing the diazonium salt) was added to a stirred mixture of glacial acetic acid (0.5 ml) saturated with sulphur dioxide, containing 0.1 g of cuprous chloride (effervescence). After 3...